From a dataset of the Open Reaction Database (ORD), a public repository of structured organic reaction records. describe an organic reaction: reactants, conditions, products, and yield The reactants are C(C)(C)(C)C1=CC=C(C(=O)Cl)C=C1 (4-t-Butylbenzoic acid chloride), ClC1=CC(=NC=2N1N=CC2)N (7-Chloropyrazolo[1,5-a]pyrimidin-5-amine), ClC1=CC(=NC=2N1N=C(C2)C)N (7-chloro-2-methylpyrazolo[1,5-a]pyrimidin-5-amine). The solvent is N1=CC=CC=C1 (pyridine). Reaction conditions: time 2 hour. Product: C(C)(C)(C)C1=CC=C(C(=O)NC2=NC=3N(C(=C2)Cl)N=CC3)C=C1 (4-tert-butyl-N-(7-chloropyrazolo[1,5-a]pyrimidin-5-yl)benzamide), C(C)(C)(C)C1=CC=C(C(=O)NC2=NC=3N(C(=C2)Cl)N=C(C3)C)C=C1 (4-tert-butyl-N-(7-chloro-2-methylpyrazolo[1,5-a]pyrimidin-5-yl)benzamide), product. Isolated yield 47.0%. As a reaction SMILES: [Cl:1][C:2]1[N:7]2[N:8]=[CH:9][CH:10]=[C:6]2[N:5]=[C:4]([NH2:11])[CH:3]=1.[Cl:12][C:13]1[N:18]2[N:19]=[C:20]([CH3:22])[CH:21]=[C:17]2[N:16]=[C:15]([NH2:23])[CH:14]=1.[C:24]([C:28]1[CH:36]=[CH:35][C:31]([C:32](Cl)=[O:33])=[CH:30][CH:29]=1)([CH3:27])([CH3:26])[CH3:25]>N1C=CC=CC=1>[C:24]([C:28]1[CH:29]=[CH:30][C:31]([C:32]([NH:11][C:4]2[CH:3]=[C:2]([Cl:1])[N:7]3[N:8]=[CH:9][CH:10]=[C:6]3[N:5]=2)=[O:33])=[CH:35][CH:36]=1)([CH3:27])([CH3:25])[CH3:26].[C:24]([C:28]1[CH:29]=[CH:30][C:31]([C:32]([NH:23][C:15]2[CH:14]=[C:13]([Cl:12])[N:18]3[N:19]=[C:20]([CH3:22])[CH:21]=[C:17]3[N:16]=2)=[O:33])=[CH:35][CH:36]=1)([CH3:27])([CH3:25])[CH3:26]. Reported procedure: 7-Chloropyrazolo[1,5-a]pyrimidin-5-amine 1E (1.0 equivalent) or 7-chloro-2-methylpyrazolo[1,5-a]pyrimidin-5-amine (1J, 1.0 equivalent) was dissolved in anhydrous pyridine (0.35 M). 4-t-Butylbenzoic acid chloride (1.05 equivalents) was added at 0° C., and the mixture was stirred for two hours. The reaction was then quenched with saturated NaHCO3; pyridine was removed in vacuo and the residue was extracted with EtOAc. Combined organic layers were washed twice with 0.2 N HCl to remove residual pyri...